This data is from the Open Reaction Database (ORD), a public repository of structured organic reaction records. The task is: describe an organic reaction: reactants, conditions, products, and yield The reactants are [Br-], CCOC(=O)c1cc2c([nH]1)C(=O)CC2, Cc1ccc([Mg+])cc1, CCOC(=O)c1cc2c([nH]1)C(c1ccc(C)cc1)=CC2. The product is CCOC(=O)c1cc2c([nH]1)C(c1ccc(C)cc1)CC2. As a reaction SMILES: [Br-:15].[O:1]=[C:2]1[c:3]2[nH:4][c:5]([C:6]([O:7][CH2:8][CH3:9])=[O:10])[cH:11][c:12]2[CH2:13][CH2:14]1.[c:16]1([CH3:17])[cH:18][cH:19][c:20]([Mg+:21])[cH:22][cH:23]1.[c:24]1([CH3:43])[cH:25][cH:26][c:27]([C:30]2=[CH:31][CH2:32][c:33]3[c:34]2[nH:35][c:36]([C:38](=[O:39])[O:40][CH2:41][CH3:42])[cH:37]3)[cH:28][cH:29]1>>[c:24]1([CH3:43])[cH:25][cH:26][c:27]([CH:30]2[CH2:31][CH2:32][c:33]3[c:34]2[nH:35][c:36]([C:38](=[O:39])[O:40][CH2:41][CH3:42])[cH:37]3)[cH:28][cH:29]1. Starting materials: NC1=C(C=C2CN(CC2=C1)C(=O)OCC1=CC=CC=C1)C(=O)OC (2-benzyl 5-methyl 6-amino-1,3-dihydro-2H-isoindole-2,5-dicarboxylate), N(=O)OC(C)(C)C (t-butyl nitrite), II (I2). The solvent is C(Cl)(Cl)Cl (CHCl3). Run at temperature 80 celsius, time 20 minute. The product is IC1=C(C=C2CN(CC2=C1)C(=O)OCC1=CC=CC=C1)C(=O)OC (2-benzyl 5-methyl 6-iodo-1,3-dihydro-2H-isoindole-2,5-dicarboxylate). RXN SMILES: N[C:2]1[CH:10]=[C:9]2[C:5]([CH2:6][N:7]([C:11]([O:13][CH2:14][C:15]3[CH:20]=[CH:19][CH:18]=[CH:17][CH:16]=3)=[O:12])[CH2:8]2)=[CH:4][C:3]=1[C:21]([O:23][CH3:24])=[O:22].N(OC(C)(C)C)=O.[I:32]I>C(Cl)(Cl)Cl>[I:32][C:2]1[CH:10]=[C:9]2[C:5]([CH2:6][N:7]([C:11]([O:13][CH2:14][C:15]3[CH:20]=[CH:19][CH:18]=[CH:17][CH:16]=3)=[O:12])[CH2:8]2)=[CH:4][C:3]=1[C:21]([O:23][CH3:24])=[O:22]. Procedure details: To a solution of 2-benzyl 5-methyl 6-amino-1,3-dihydro-2H-isoindole-2,5-dicarboxylate (149 mg, 0.456 mmol) in CHCl3 (5 mL) was added t-butyl nitrite (108 uL, 0.912 mmol). The mixture was stirred for 20 min. I2 (34.7 mg, 1.37 mmol) was added and the resulting mixture was stirred at room temperature for 15 min. The mixture was then heated at 80° C. overnight. The reaction was quenched with sat. aq. NaHSO3 and extracted with CH2Cl2 (3×). The combined organic layers were washed with brine, dried (Na...